This data is from the Open Reaction Database (ORD), a public repository of structured organic reaction records. The task is: describe an organic reaction: reactants, conditions, products, and yield The reactants are CNCC(=O)O, [Na+], [Na], CN(CC(=O)O)C(=N)N, [OH-], O, O. Yields the product CN(CC(=O)O)C(=N)N. Reaction SMILES: [NH:12]([CH2:13][C:14]([OH:15])=[O:16])[CH3:17].[Na+:19].[Na:11].[O:2]=[C:3]([OH:4])[CH2:5][N:6]([CH3:7])[C:8]([NH2:9])=[NH:10].[OH-:18].[OH2:1].[OH2:20]>>[O:2]=[C:3]([OH:4])[CH2:5][N:6]([CH3:7])[C:8](=[NH:9])[NH2:10]. Starting materials: COC(C)(C)OC, CC(C)=O, CCOC(C)=O, OCc1cc(F)cc(CO)c1O, [Na+], O=C([O-])O. The product is CC1(C)OCc2cc(F)cc(CO)c2O1. Reaction SMILES: [CH3:13][O:14][C:15]([CH3:16])([CH3:17])[O:18][CH3:19].[CH3:25][C:26](=[O:27])[CH3:28].[CH3:29][CH2:30][O:31][C:32](=[O:33])[CH3:34].[F:1][c:2]1[cH:3][c:4]([CH2:11][OH:12])[c:5]([OH:10])[c:6]([CH2:8][OH:9])[cH:7]1.[Na+:24].[O-:20][C:21]([OH:22])=[O:23]>>[F:1][c:2]1[cH:3][c:4]([CH2:11][OH:12])[c:5]2[c:6]([cH:7]1)[CH2:8][O:9][C:15]([CH3:16])([CH3:17])[O:10]2. Reactants: COc1ccc(-c2c(C)n[nH]c2N)cc1OC, Nc1cc[nH]n1, C1CCOC1, O=C1Nc2ccccc2C1=CO. The product is COc1ccc(-c2c(C)n[nH]c2NC=C2C(=O)Nc3ccccc32)cc1OC. RXN SMILES: [CH3:19][O:20][c:21]1[cH:22][c:23](-[c:29]2[c:30]([NH2:35])[nH:31][n:32][c:33]2[CH3:34])[cH:24][cH:25][c:26]1[O:27][CH3:28].[NH2:1][c:2]1[cH:3][cH:4][nH:5][n:6]1.[O:36]1[CH2:37][CH2:38][CH2:39][CH2:40]1.[OH:7][CH:8]=[C:9]1[C:10](=[O:18])[NH:11][c:12]2[cH:13][cH:14][cH:15][cH:16][c:17]21>>[CH:8](=[C:9]1[C:10](=[O:18])[NH:11][c:12]2[cH:13][cH:14][cH:15][cH:16][c:17]21)[NH:35][c:30]1[c:29](-[c:23]2[cH:22][c:21]([O:20][CH3:19])[c:26]([O:27][CH3:28])[cH:25][cH:24]2)[c:33]([CH3:34])[n:32][nH:31]1. Starting materials: C(=O)(O)CCNCCN[C@]12[C@@H]([C@H]3CC[C@@H]4[C@]5(CC=C(C([C@@H]5CC[C@]4([C@@]3(CC1)C)C)(C)C)C1=CC=C(C(=O)O)C=C1)C)[C@@H](CC2)C(=C)C (4-((1R,3aS,5aR,5bR,7aR,11aS,11bR,13aR,13bR)-3a-(2-(2-carboxyethylamino)ethylamino)-5a,5b,8,8,11a-pentamethyl-1-(prop-1-en-2-yl)-2,3,3a,4,5,5a,5b,6,7,7a,8,11,11a,11b,12,13,13a,13b-octadecahydro-1H-cyclopenta[a]chrysen-9-yl)benzoic acid), CN(C(C=C)=O)C (N,N-dimethylacrylamide). The product is CN(C(CCNCCN[C@]12[C@@H]([C@H]3CC[C@@H]4[C@]5(CC=C(C([C@@H]5CC[C@]4([C@@]3(CC1)C)C)(C)C)C1=CC=C(C(=O)O)C=C1)C)[C@@H](CC2)C(=C)C)=O)C (4-((1R,3aS,5aR,5bR,7aR,11aS,11bR,13aR,13bR)-3a-(2-(3-(dimethylamino)-3-oxopropylamino)ethylamino)-5a,5b,8,8,11a-pentamethyl-1-(prop-1-en-2-yl)-2,3,3a,4,5,5a,5b,6,7,7a,8,11,11a,11b,12,13,13a,13b-octadecahydro-1H-cyclopenta[a]chrysen-9-yl)benzoic acid), solid. The yield is 50.0%. RXN SMILES: [C:1]([CH2:4][CH2:5][NH:6][CH2:7][CH2:8][NH:9][C@:10]12[CH2:44][CH2:43][C@@H:42]([C:45]([CH3:47])=[CH2:46])[C@@H:11]1[C@@H:12]1[C@@:25]([CH3:28])([CH2:26][CH2:27]2)[C@@:24]2([CH3:29])[C@@H:15]([C@:16]3([CH3:41])[C@@H:21]([CH2:22][CH2:23]2)[C:20]([CH3:31])([CH3:30])[C:19]([C:32]2[CH:40]=[CH:39][C:35]([C:36]([OH:38])=[O:37])=[CH:34][CH:33]=2)=[CH:18][CH2:17]3)[CH2:14][CH2:13]1)([OH:3])=O.[CH3:48][N:49](C)[C:50](=O)C=C>>[CH3:48][N:49]([CH3:50])[C:1](=[O:3])[CH2:4][CH2:5][NH:6][CH2:7][CH2:8][NH:9][C@:10]12[CH2:44][CH2:43][C@@H:42]([C:45]([CH3:47])=[CH2:46])[C@@H:11]1[C@@H:12]1[C@@:25]([CH3:28])([CH2:26][CH2:27]2)[C@@:24]2([CH3:29])[C@@H:15]([C@:16]3([CH3:41])[C@@H:21]([CH2:22][CH2:23]2)[C:20]([CH3:31])([CH3:30])[C:19]([C:32]2[CH:40]=[CH:39][C:35]([C:36]([OH:38])=[O:37])=[CH:34][CH:33]=2)=[CH:18][CH2:17]3)[CH2:14][CH2:13]1. Procedure details: The title compound was prepared following the method described above for the synthesis of 4-((1R,3aS,5aR,5bR,7aR,11aS,11bR,13aR,13bR)-3a-(2-(2-carboxyethylamino)ethylamino)-5a,5b,8,8,11a-pentamethyl-1-(prop-1-en-2-yl)-2,3,3a,4,5,5a,5b,6,7,7a,8,11,11a,11b,12,13,13a,13b-octadecahydro-1H-cyclopenta[a]chrysen-9-yl)benzoic acid using N,N-dimethylacrylamide as the Michael aceptor reagent in the first step. The product was isolated as a white solid (9 mg, 50%). LCMS: m/e 672.47 (M+H)+, 2.33 min (method... Reactants: CC(=CC(C)O)CCC=C(C)C (4,8-dimethyl-3,7-nonadien-2-ol), stainless steel. The reagents and catalysts are [Pd] (palladium on activated carbon). Solvent: CCCCCC (n-hexane). Run at temperature 80 celsius. Product: CC(CC(C)O)CCCC(C)C (4,8-dimethyl-2-nonanol). Isolated yield 94.6%. As a reaction SMILES: [CH3:1][C:2]([CH2:7][CH2:8][CH:9]=[C:10]([CH3:12])[CH3:11])=[CH:3][CH:4]([OH:6])[CH3:5]>[Pd].CCCCCC>[CH3:1][CH:2]([CH2:7][CH2:8][CH2:9][CH:10]([CH3:12])[CH3:11])[CH2:3][CH:4]([OH:6])[CH3:5]. Procedure: A mixture of 671.2 g of citral and 185.6 g of diethyl ether is added to an addition funnel. The citral mixture is then added dropwise over a five hour period to a nitrogen blanketed, stirred, 5 L, 3-neck, round bottom flask equipped with a reflux condenser containing 1.6 L of 3.0 M methylmagnesium bromide solution and an additional 740 ml of diethyl ether. The reaction flask is situated in an ice water bath to control exotherm and subsequent ether reflux. After addition is complete, the ice wate...